From a dataset of the Open Reaction Database (ORD), a public repository of structured organic reaction records. describe an organic reaction: reactants, conditions, products, and yield Reactants: COC(=O)C=1C=C(C=CC1NC(=O)OCC1=CC=C(C=C1)C1=CC=CC=C1)C1=CC=CC=C1 (4-(biphenyl-4-ylmethoxycarbonylamino)-biphenyl-3-carboxylic acid methyl ester), [Li+].[OH-] (LiOH). Isolated yield 63.5%. Solvent: C1CCOC1 (THF). The product is C1(=CC=C(C=C1)COC(=O)NC1=C(C=C(C=C1)C1=CC=CC=C1)C(=O)O)C1=CC=CC=C1 (4-(biphenyl-4-ylmethoxycarbonylamino)-biphenyl-3-carboxylic acid). Reaction SMILES: C[O:2][C:3]([C:5]1[CH:6]=[C:7]([C:28]2[CH:33]=[CH:32][CH:31]=[CH:30][CH:29]=2)[CH:8]=[CH:9][C:10]=1[NH:11][C:12]([O:14][CH2:15][C:16]1[CH:21]=[CH:20][C:19]([C:22]2[CH:27]=[CH:26][CH:25]=[CH:24][CH:23]=2)=[CH:18][CH:17]=1)=[O:13])=[O:4].[Li+].[OH-]>C1COCC1>[C:19]1([C:22]2[CH:27]=[CH:26][CH:25]=[CH:24][CH:23]=2)[CH:20]=[CH:21][C:16]([CH2:15][O:14][C:12]([NH:11][C:10]2[CH:9]=[CH:8][C:7]([C:28]3[CH:33]=[CH:32][CH:31]=[CH:30][CH:29]=3)=[CH:6][C:5]=2[C:3]([OH:4])=[O:2])=[O:13])=[CH:17][CH:18]=1 |f:1.2|. Procedure: To a solution of 4-(biphenyl-4-ylmethoxycarbonylamino)-biphenyl-3-carboxylic acid methyl ester (0.51 g, 1.179 mmol) in THF (5 mL) was added at room temperature 1.0 M LiOH (2.42 mL, 2.42 mmol) and the mixture was stirred for 3 h. The solvent was evaporated, water was added, followed by 2N HCl to adjust the pH to 1-2, and the product was extracted with ethyl acetate. The extract was washed with water, then brine, and dried over magnesium sulfate, concentrated to dryness and purified by chromatogra... Run at time 3 hour. The reactants are C[Si](C=1C=C(C=CC1)CC(P(OC)(OC)=O)(P(OC)(OC)=O)O)(C)C (Tetramethyl m-trimethylsilylphenyl-1-hydroxy-ethylidenebis(phosphonate)), ICl (ICl). The solvent is C(C)(=O)O (acetic acid). Run at time 5 hour. Yields the product IC=1C=C(C=CC1)CC(P(OC)(OC)=O)(P(OC)(OC)=O)O (Tetramethyl m-iodophenyl-1-hydroxy-ethylidenebis(Phosphonate)). Yield: 81.9%. Reaction SMILES: C[Si](C)(C)[C:3]1[CH:4]=[C:5]([CH2:9][C:10]([OH:23])([P:17](=[O:22])([O:20][CH3:21])[O:18][CH3:19])[P:11](=[O:16])([O:14][CH3:15])[O:12][CH3:13])[CH:6]=[CH:7][CH:8]=1.[I:26]Cl>C(O)(=O)C>[I:26][C:3]1[CH:4]=[C:5]([CH2:9][C:10]([OH:23])([P:17](=[O:22])([O:20][CH3:21])[O:18][CH3:19])[P:11](=[O:16])([O:14][CH3:15])[O:12][CH3:13])[CH:6]=[CH:7][CH:8]=1. Procedure: Tetramethyl m-trimethylsilylphenyl-1-hydroxy-ethylidenebis(phosphonate) (0.41 g, 1.0 mmol) was added to a solution of ICl (0.32 g, 2.0 mmol) in acetic acid (2 cm3) and the mixture was stirred for 5 h. The solvent was then evaporated and the residue was extracted with 1:1 hexane:Et2O (2×10 cm3). Remaining solvents were removed from the residue under reduced pressure affording the title compound (0.38 g, 81%) as an orange liquid. Reactants: [Al+3], CCOC(C)=O, Cl, [H-], [H-], [H-], [H-], [Li+], C1CCOC1, CCCCCC(C)(O)CC(=O)OCC. Yields the product CCCCCC(C)(O)CCO. RXN SMILES: [Al+3:16].[CH3:21][CH2:22][O:23][C:24](=[O:25])[CH3:26].[ClH:27].[H-:15].[H-:18].[H-:19].[H-:20].[Li+:17].[O:28]1[CH2:29][CH2:30][CH2:31][CH2:32]1.[OH:1][C:2]([CH2:3][C:4](=[O:5])[O:6][CH2:7][CH3:8])([CH2:9][CH2:10][CH2:11][CH2:12][CH3:13])[CH3:14]>>[OH:1][C:2]([CH2:3][CH2:4][OH:5])([CH2:9][CH2:10][CH2:11][CH2:12][CH3:13])[CH3:14]. Starting materials: CC1=C(C=CC=2C(OCC21)=O)[C@@H]2OC2 (4-methyl-5-[(2S)-oxiran-2-yl]-2-benzofuran-1(3H)-one), CC1=C(C=CC=2C(OCC21)=O)C2OC2 (4-methyl-5-oxiran-2-yl-2-benzofuran-1(3H)-one), N1CCNCCC1 (1,4-diazepane). Product: N1(CCN(CCC1)CC(O)C1=C(C2=C(C(OC2)=O)C=C1)C)CC(O)C1=C(C2=C(C(OC2)=O)C=C1)C (5,5′-[1,4-diazepane-1,4-diylbis(1-hydroxyethane-2,1-diyl)]bis(4-methyl-2-benzofuran-1(3H)-one)). RXN SMILES: [CH3:1][C:2]1[C:10]2[CH2:9][O:8][C:7](=[O:11])[C:6]=2[CH:5]=[CH:4][C:3]=1[C@H:12]1[CH2:14][O:13]1.[CH3:15][C:16]1[C:24]2[CH2:23][O:22][C:21](=[O:25])[C:20]=2[CH:19]=[CH:18][C:17]=1[CH:26]1[CH2:28][O:27]1.[NH:29]1[CH2:35][CH2:34][CH2:33][NH:32][CH2:31][CH2:30]1>>[N:29]1([CH2:28][CH:26]([C:17]2[CH:18]=[CH:19][C:20]3[C:21](=[O:25])[O:22][CH2:23][C:24]=3[C:16]=2[CH3:15])[OH:27])[CH2:35][CH2:34][CH2:33][N:32]([CH2:14][CH:12]([C:3]2[CH:4]=[CH:5][C:6]3[C:7](=[O:11])[O:8][CH2:9][C:10]=3[C:2]=2[CH3:1])[OH:13])[CH2:31][CH2:30]1. Procedure details: The reaction was run in a similar fashion to general epoxide opening conditions as shown for EXAMPLE 2 (at 150° C. for 60 min) starting from 4-methyl-5-oxiran-2-yl-2-benzofuran-1(3H)-one and 1,4-diazepane. Purification by preparative TLC (MeOH/DCM=1:15) afforded 5,5′-[1,4-diazepane-1,4-diylbis(1-hydroxyethane-2,1-diyl)]bis(4-methyl-2-benzofuran-1(3H)-one) The resulting mixture of isomers was then separated to all three pure diastereomers by SFC chiral chromatography. Starting materials: BrC=1C=C(C(N(C1)C)=O)NC1=NC=NC=C1 (5-Bromo-1-methyl-3-(pyrimidin-4-ylamino)pyridin-2(1H)-one), C(C)(=O)OCC1=C(C=CC=C1B1OC(C(O1)(C)C)(C)C)N1C(C2=CC=C(C=C2C1)C(C)(C)C)=O (2-(5-tert-Butyl-1-oxoisoindolin-2-yl)-6-(4,4,5,5-tetramethyl-1,3,2-dioxaborolan-2-yl)benzyl Acetate). The product is C(C)(C)(C)C=1C=C2CN(C(C2=CC1)=O)C1=C(C(=CC=C1)C1=CN(C(C(=C1)NC1=NC=NC=C1)=O)C)CO (5-tert-Butyl-2-(2-(hydroxymethyl)-3-(1-methyl-6-oxo-5-(pyrimidin-4-ylamino)-1,6-dihydropyridin-3-yl)phenyl)isoindolin-1-one). Yield: 38.0%. As a reaction SMILES: Br[C:2]1[CH:3]=[C:4]([NH:10][C:11]2[CH:16]=[CH:15][N:14]=[CH:13][N:12]=2)[C:5](=[O:9])[N:6]([CH3:8])[CH:7]=1.C([O:20][CH2:21][C:22]1[C:27](B2OC(C)(C)C(C)(C)O2)=[CH:26][CH:25]=[CH:24][C:23]=1[N:37]1[CH2:45][C:44]2[C:39](=[CH:40][CH:41]=[C:42]([C:46]([CH3:49])([CH3:48])[CH3:47])[CH:43]=2)[C:38]1=[O:50])(=O)C>>[C:46]([C:42]1[CH:43]=[C:44]2[C:39](=[CH:40][CH:41]=1)[C:38](=[O:50])[N:37]([C:23]1[CH:24]=[CH:25][CH:26]=[C:27]([C:2]3[CH:3]=[C:4]([NH:10][C:11]4[CH:16]=[CH:15][N:14]=[CH:13][N:12]=4)[C:5](=[O:9])[N:6]([CH3:8])[CH:7]=3)[C:22]=1[CH2:21][OH:20])[CH2:45]2)([CH3:49])([CH3:47])[CH3:48]. Procedure details: Using the same general procedure as in Example 105, reaction of 107a (250 mg, 0.889 mmol) with 103f (495 mg, 1.07 mmol) afforded 107 in 38% yield (166 mg) as an amorphous off-white solid: mp 216-218° C.; 1H NMR (500 MHz, DMSO-d6) δ 9.18 (s, 1H), 8.72 (d, J=2.0 Hz, 1H), 8.65 (s, 1H), 8.30 (d, J=5.5 Hz, 1H), 7.73 (d, J=8.5 Hz, 2H), 7.62 (dd, J=8.0, 1.5 Hz, 1H), 7.54 (d, J=2.0 Hz, 1H), 7.51 (t, J=7.5 Hz, 1H), 7.46 (dd, J=7.5, 1.0 Hz, 1H), 7.40 (dd, J=7.5, 1.5 Hz, 1H), 7.32 (dd, J=6.0, 1.0 Hz, 1H), ... Reaction SMILES: [CH3:25][SiH:26]([CH3:27])[N:28]([CH3:29])[Si:30]([CH3:31])([CH3:32])[CH3:33].[CH3:40][O:41][CH2:42][CH2:43][O:44][CH2:45][CH2:46][O:47][CH3:48].[CH3:51][C:52]#[N:53].[CH3:55][CH2:56][O:57][C:58](=[O:59])[CH3:60].[Cl:1][c:2]1[c:3]([NH:8][C:9](=[O:10])[c:11]2[cH:12][c:13]3[c:14]([s:24]2)-[c:15]2[c:16]([cH:20][cH:21][cH:22][cH:23]2)[O:17][CH2:18][CH2:19]3)[n:4][cH:5][cH:6][cH:7]1.[Cl:34][Si:35]([CH2:36][Cl:37])([CH3:38])[CH3:39].[Cs+:50].[F-:49].[OH2:54]>>[Cl:1][c:2]1[c:3]([N:8]([C:9](=[O:10])[c:11]2[cH:12][c:13]3[c:14]([s:24]2)-[c:15]2[c:16]([cH:20][cH:21][cH:22][cH:23]2)[O:17][CH2:18][CH2:19]3)[CH3:25])[n:4][cH:5][cH:6][cH:7]1. Starting materials: CN([SiH](C)C)[Si](C)(C)C, COCCOCCOC, CC#N, CCOC(C)=O, O=C(Nc1ncccc1Cl)c1cc2c(s1)-c1ccccc1OCC2, C[Si](C)(Cl)CCl, [Cs+], [F-], O. Yields the product CN(C(=O)c1cc2c(s1)-c1ccccc1OCC2)c1ncccc1Cl. Starting materials: CC=1N(C(=CC1)C)C1=C(OCC2CO2)C=CC=C1 (1-[o-(2,5-dimethyl-pyrrol-1-yl)-phenoxy]-2,3-epoxy-propane), C(C)(C)N (isopropylamine). Run in C(C)(C)O (isopropanol). The product is CC=1N(C(=CC1)C)C1=C(OCC(CNC(C)C)O)C=CC=C1 (1-[o-(2,5-dimethyl-pyrrol-1-yl)-phenoxy]-3-isopropylamino2-propanol). RXN SMILES: [CH3:1][C:2]1[N:3]([C:8]2[CH:18]=[CH:17][CH:16]=[CH:15][C:9]=2[O:10][CH2:11][CH:12]2[O:14][CH2:13]2)[C:4]([CH3:7])=[CH:5][CH:6]=1.[CH:19]([NH2:22])([CH3:21])[CH3:20]>C(O)(C)C>[CH3:1][C:2]1[N:3]([C:8]2[CH:18]=[CH:17][CH:16]=[CH:15][C:9]=2[O:10][CH2:11][CH:12]([OH:14])[CH2:13][NH:22][CH:19]([CH3:21])[CH3:20])[C:4]([CH3:7])=[CH:5][CH:6]=1. Procedure details: 30 g of 1-[o-(2,5-dimethyl-pyrrol-1-yl)-phenoxy]-2,3-epoxy-propane, dissolved in 200 ml of isopropanol, are mixed with 60 ml of isopropylamine and the mixture is heated to the boil under reflux for 2 hours. The oil which remains after evaporation is recrystallised from petroleum ether with addition of active charcoal and gives 1-[o-(2,5-dimethyl-pyrrol-1-yl)-phenoxy]-3-isopropylamino2-propanol of melting point 73°-75° C. Its neutral fumarate melts at 186°-188° C (from acetone). Starting materials: FC(CN=C(NC=1SC=C(N1)CCCCCN)N)(F)F (2-[2-(2,2,2-trifluoroethyl)guanidino]-4-(5-aminopentyl)thiazole), COC1=C(C(C1=O)=O)OC (1,2-dimethoxycyclobutene-3,4-dione), CN (methylamine). The solvent is CO (methanol). Run at time 4 hour. Yields the product FC(CN=C(NC=1SC=C(N1)CCCCCNC1=C(C(C1=O)=O)NC)N)(F)F (1-[5-(2-[2-(2,2,2-trifluoroethyl)guanidino]thiazol-4-yl)pentylamino]-2-methylaminocyclobutene-3,4-dione). As a reaction SMILES: [F:1][C:2]([F:20])([F:19])[CH2:3][N:4]=[C:5]([NH2:18])[NH:6][C:7]1[S:8][CH:9]=[C:10]([CH2:12][CH2:13][CH2:14][CH2:15][CH2:16][NH2:17])[N:11]=1.C[O:22][C:23]1[C:26](=O)[C:25](=O)[C:24]=1[O:29]C.[CH3:31][NH2:32]>CO>[F:20][C:2]([F:1])([F:19])[CH2:3][N:4]=[C:5]([NH2:18])[NH:6][C:7]1[S:8][CH:9]=[C:10]([CH2:12][CH2:13][CH2:14][CH2:15][CH2:16][NH:17][C:26]2[C:23](=[O:22])[C:24](=[O:29])[C:25]=2[NH:32][CH3:31])[N:11]=1. Procedure: A mixture of 2-[2-(2,2,2-trifluoroethyl)guanidino]-4-(5-aminopentyl)thiazole (0.3 g.) and 1,2-dimethoxycyclobutene-3,4-dione (0.15 g.) in methanol (3 ml.) was allowed to stand at room temperature for 4 hours. Ethanolic methylamine (33% w/v, 20 ml.) was then added and the solution allowed to stand overnight. The mixture was evaporated to dryness and the residue purified by preparative thin layer chromatography using ethyl acetate/methanol/water 6:1:1 v/v/v as developing solvent to give 1-[5-(2-[2... Starting materials: ClC1=NC=CN=C1 (chloropyrazine), CN(C)C=O (DMF), [BH4-].[Na+] (NaBH4), [Li]CCCC (n-BuLi), hexanes, crude material, CC1(NC(CCC1)(C)C)C (2,2,6,6-tetramethylpiperidine). Run in C1CCOC1 (THF), C1CCOC1 (THF), C1CCOC1 (THF). Reaction conditions: temperature 0 celsius. Product: ClC=1C(=NC=CN1)CO ((3-Chloropyrazin-2-yl)-methanol). RXN SMILES: CC1(C)CCCC(C)(C)N1.[Li]CCCC.[Cl:16][C:17]1[CH:22]=[N:21][CH:20]=[CH:19][N:18]=1.CN([CH:26]=[O:27])C.[BH4-].[Na+]>C1COCC1>[Cl:16][C:17]1[C:22]([CH2:26][OH:27])=[N:21][CH:20]=[CH:19][N:18]=1 |f:4.5|. Reported procedure: To a solution of 2,2,6,6-tetramethylpiperidine (TMP) (43.8 mL, 36.4 g, 0.258 mol, 1.18 eq.) in anhydrous THF (600 mL), cooled to −78° C., 2.5 M n-BuLi in hexanes (110.9 mL, 0.277 mol, 1.27 eq.) was added directly. The solution was allowed to warm to 0° C. for 20 min, after which the reaction was again cooled to −78° C. A solution of chloropyrazine (19.2 mL, 25.0 g, 0.218 mol) in THF (50 mL) was added dropwise over 10 min; a color change from light yellow to dark brown was observed. The reaction ... The product is C1(=CC=CC=C1)C(C1=C(C=CC=C1)O)(C1=CC=CC=C1)C1=CC=CC=C1 (2-triphenylmethylphenol). Procedure details: The 2-(vinyltrityl)phenol (1.0 equiv.) is dissolved in CH2Cl2/50% KOH/H2O. Benzyltriethyl ammonium bromide is added as a phase transfer agent (0.1 equiv.). To this two phase mixture is added bromomethylmethylether (MOMBr). The reaction is allowed to stir for 30 minutes. The organic phase is separated, washed with water and brine before being dried with MgSO4. Solvent is removed to yield the MOM-protected 2-triphenylmethylphenol in near quantitative yield. Run in C(Cl)Cl (CH2Cl2). Reactants: C(=C)C1=C(C(C2=CC=CC=C2)(C2=CC=CC=C2)C2=C(C=CC=C2)O)C=CC=C1 (2-(vinyltrityl)phenol), BrCOC (bromomethylmethylether). RXN SMILES: C([C:3]1[CH:28]=[CH:27][CH:26]=[CH:25][C:4]=1[C:5]([C:18]1[CH:23]=[CH:22][CH:21]=[CH:20][C:19]=1[OH:24])([C:12]1[CH:17]=[CH:16][CH:15]=[CH:14][CH:13]=1)[C:6]1[CH:11]=[CH:10][CH:9]=[CH:8][CH:7]=1)=C.BrCOC>C(Cl)Cl.[Br-].C([N+](CC)(CC)CC)C1C=CC=CC=1>[C:4]1([C:5]([C:12]2[CH:17]=[CH:16][CH:15]=[CH:14][CH:13]=2)([C:6]2[CH:7]=[CH:8][CH:9]=[CH:10][CH:11]=2)[C:18]2[CH:23]=[CH:22][CH:21]=[CH:20][C:19]=2[OH:24])[CH:3]=[CH:28][CH:27]=[CH:26][CH:25]=1 |f:3.4|. The reagents and catalysts are [Br-].C(C1=CC=CC=C1)[N+](CC)(CC)CC (Benzyltriethyl ammonium bromide). Reaction conditions: time 30 minute.